From a dataset of the Open Reaction Database (ORD), a public repository of structured organic reaction records. describe an organic reaction: reactants, conditions, products, and yield The reactants are COCCOCCOCCOCCCNC=1C(=NC(=C(N1)C(=O)NCC1OC(OC1)(C)C)NCCCOCCOCCOCCOC)C(=O)NCC1OC(OC1)(C)C (3,6-bis(2,5,8,11-tetraoxatetradecan-14-ylamino)-N2,N5-bis[(2,2-dimethyl-1,3-dioxolan-4-yl)methyl]pyrazine-2,5-dicarboxamide), Cl (HCl). The solvent is C1CCOC1 (THF). Reaction conditions: time 5 hour. Product: COCCOCCOCCOCCCNC=1C(=NC(=C(N1)C(=O)NCC(CO)O)NCCCOCCOCCOCCOC)C(=O)NCC(CO)O (3,6-Bis(2,5,8,11-tetraoxatetradecan-14-ylamino)-N2,N5-bis(2,3-dihydroxypropyl)pyrazine-2,5-dicarboxamide). Yield: 73.6%. RXN SMILES: [CH3:1][O:2][CH2:3][CH2:4][O:5][CH2:6][CH2:7][O:8][CH2:9][CH2:10][O:11][CH2:12][CH2:13][CH2:14][NH:15][C:16]1[C:17]([C:48]([NH:50][CH2:51][CH:52]2[CH2:56][O:55]C(C)(C)[O:53]2)=[O:49])=[N:18][C:19]([NH:33][CH2:34][CH2:35][CH2:36][O:37][CH2:38][CH2:39][O:40][CH2:41][CH2:42][O:43][CH2:44][CH2:45][O:46][CH3:47])=[C:20]([C:22]([NH:24][CH2:25][CH:26]2[CH2:30][O:29]C(C)(C)[O:27]2)=[O:23])[N:21]=1.Cl>C1COCC1>[CH3:1][O:2][CH2:3][CH2:4][O:5][CH2:6][CH2:7][O:8][CH2:9][CH2:10][O:11][CH2:12][CH2:13][CH2:14][NH:15][C:16]1[C:17]([C:48]([NH:50][CH2:51][CH:52]([OH:53])[CH2:56][OH:55])=[O:49])=[N:18][C:19]([NH:33][CH2:34][CH2:35][CH2:36][O:37][CH2:38][CH2:39][O:40][CH2:41][CH2:42][O:43][CH2:44][CH2:45][O:46][CH3:47])=[C:20]([C:22]([NH:24][CH2:25][CH:26]([OH:27])[CH2:30][OH:29])=[O:23])[N:21]=1. Reported procedure: To a reddish solution of the above dicetonide 14 (1.00 mmol) in THF (25 mL), was added 1.0 N HCl (5 mL) and stirred for 5 h in an atmosphere of argon. Most of the THF was removed from the reaction mixture, neutralized by 1.0 N NaOH, and concentrated in vacuo. The crude product (2.40 g) was subjected to preparative RP-HPLC (XBridge, 10-50% B/12 min) to afford diastereomeric 13 (0.554 g, 74%) as red gum: UV (λmax) 499 nm; 1H NMR (CDCl3) 8.66, 8.56 (2 t, 2), 6.24 (broad s, 6), 4.40 (t, 1.5, J=4.2, ... Starting materials: O=C1N(C(C2=CC=CC=C12)=O)CCOC=1C=C(C=O)C=CC1OC(C)C (3-[2-(1,3-dioxo-1,3-dihydroisoindol-2-yl)ethoxy]-4-isopropoxybenzaldehyde), CC(C)([O-])C.[K+] (potassium tert-butoxide), [Cl-].[NH4+] (ammonium chloride). Reagents/catalysts: [Br-].C[P+](C1=CC=CC=C1)(C1=CC=CC=C1)C1=CC=CC=C1 (methyltriphenylphosphonium bromide). Solvent: O1CCCC1 (tetrahydrofuran), O1CCCC1 (tetrahydrofuran). Reaction conditions: time 1 hour. Product: C(C)(C)OC1=C(OCCN2C(C3=CC=CC=C3C2=O)=O)C=C(C=C1)C=C (2-[2-(Isopropoxy-5-vinylphenoxy)ethyl]isoindole-1,3-dione). RXN SMILES: [CH3:1]C(C)([O-])C.[K+].[O:7]=[C:8]1[C:16]2[C:11](=[CH:12][CH:13]=[CH:14][CH:15]=2)[C:10](=[O:17])[N:9]1[CH2:18][CH2:19][O:20][C:21]1[CH:22]=[C:23]([CH:26]=[CH:27][C:28]=1[O:29][CH:30]([CH3:32])[CH3:31])[CH:24]=O.[Cl-].[NH4+]>[Br-].C[P+](C1C=CC=CC=1)(C1C=CC=CC=1)C1C=CC=CC=1.O1CCCC1>[CH:30]([O:29][C:28]1[CH:27]=[CH:26][C:23]([CH:24]=[CH2:1])=[CH:22][C:21]=1[O:20][CH2:19][CH2:18][N:9]1[C:8](=[O:7])[C:16]2[C:11](=[CH:12][CH:13]=[CH:14][CH:15]=2)[C:10]1=[O:17])([CH3:31])[CH3:32] |f:0.1,3.4,5.6|. Procedure details: 0.42 g of potassium tert-butoxide (3.75 mmol) is added portionwise to a suspension of 1.34 g of methyltriphenylphosphonium bromide (3.75 mmol) in 7.5 ml of tetrahydrofuran. The mixture is stirred for one hour at room temperature and is then cooled to 0° C. A solution of 1.20 g (3.4 mmol) of 3-[2-(1,3-dioxo-1,3-dihydroisoindol-2-yl)ethoxy]-4-isopropoxybenzaldehyde in 7 ml of tetrahydrofuran is then introduced. The mixture is then stirred at room temperature for 16 hours, after which it is poured ...